This data is from the Open Reaction Database (ORD), a public repository of structured organic reaction records. The task is: describe an organic reaction: reactants, conditions, products, and yield The reactants are ClP(Cl)(Cl)(Cl)Cl, O=[N+]([O-])c1ccc(CS(=O)(=O)[O-])cc1, [Na+], [Na+], [Na+], O=[N+]([O-])c1ccc(CBr)cc1, O, O=S([O-])[O-]. Product: O=[N+]([O-])c1ccc(CS(=O)(=O)Cl)cc1. Reaction SMILES: [Cl:18][P:19]([Cl:20])([Cl:21])([Cl:22])[Cl:23].[N+:24](=[O:25])([O-:26])[c:27]1[cH:28][cH:29][c:30]([CH2:31][S:32](=[O:33])(=[O:34])[O-:35])[cH:36][cH:37]1.[Na+:16].[Na+:17].[Na+:38].[O-:1][N+:2]([c:3]1[cH:4][cH:5][c:6]([CH2:7][Br:8])[cH:9][cH:10]1)=[O:11].[OH2:39].[S:12]([O-:13])([O-:14])=[O:15]>>[Cl:18][S:32]([CH2:31][c:30]1[cH:29][cH:28][c:27]([N+:24](=[O:25])[O-:26])[cH:37][cH:36]1)(=[O:33])=[O:34]. Starting materials: [OH-].[Na+] (NaOH), FC(C(=O)OC(C(F)(F)F)=O)(F)F (Trifluoroacetic anhydride), CC1=[N+](C=C(C(=C1C)Cl)F)[O-] (2,3-dimethyl-4-chloro-5-fluoropyridine-N-oxide). Solvent: ClCCl (dichloromethane), ClCCl (dichloromethane). Run at time 16 hour. Product: OCC1=NC=C(C(=C1C)Cl)F (2-hydroxymethyl-3-methyl-4-chloro-5-fluoropyridine). RXN SMILES: FC(F)(F)C(OC(=O)C(F)(F)F)=[O:4].[CH3:14][C:15]1[C:20]([CH3:21])=[C:19]([Cl:22])[C:18]([F:23])=[CH:17][N+:16]=1[O-].[OH-].[Na+]>ClCCl>[OH:4][CH2:14][C:15]1[C:20]([CH3:21])=[C:19]([Cl:22])[C:18]([F:23])=[CH:17][N:16]=1 |f:2.3|. Reported procedure: Trifluoroacetic anhydride (9.7 ml) in dichloromethane (20 ml) was added dropwise to a solution of 2,3-dimethyl-4-chloro-5-fluoropyridine-N-oxide (4.0 g) in dichloromethane (35 ml) at 10°-15°. After 16 hours at room temperature, the mixture was poured onto ice and stirred for 15 minutes. After basifying (NaOH) to pH 13, the dichloromethane was separated, dried (K2CO3) and evaporated to dryness to yield 2-hydroxymethyl-3-methyl-4-chloro-5-fluoropyridine which was used without further purification. Starting materials: Cl.C(C)(OCC)=N (ethyl acetimidate hydrochloride), NCC1=NOC(=N1)[C@@H]1CSCC2=C(C(OCCCCC(N1)=S)=O)C(=C(C=C2O[Si](C(C(C)C)(C)C)(C)C)OC)C ((R)-4-(3-aminomethyl-1,2,4-oxadiazol-5-yl)-16-[dimethyl-(1,1,2-trimethyl-propyl)silanyloxy]-14-methoxy-13-methyl-6-thioxo-1,3,4,5,6,7,8,9,10,12-decahydro-11,2,5-benzoxathiaazacyclotetradecin-12-one), P(=O)([O-])([O-])[O-].[Na+].[Na+].[Na+] (sodium phosphate), Cl (hydrochloric acid), [OH-].[Na+] (sodium hydroxide). Reaction conditions: time 3 hour. Yields the product OC1=CC(=C(C=2C(OCCCCC(N[C@@H](CSCC21)C2=NC(=NO2)CNC(C)=N)=S)=O)C)OC ((4R)-N-[5-(16-hydroxy-14-methoxy-13-methyl-12-oxo-6-thioxo-1,3,4,5,6,7,8,9,10,12-decahydro-11,2,5-benzoxathiaazacyclotetradecin-4-yl)-1,2,4-oxadiazol-3-ylmethyl]-acetimidamide). The yield is 24.0%. RXN SMILES: [NH2:1][CH2:2][C:3]1[N:7]=[C:6]([C@H:8]2[NH:21][C:20](=[S:22])[CH2:19][CH2:18][CH2:17][CH2:16][O:15][C:14](=[O:23])[C:13]3[C:24]([CH3:40])=[C:25]([O:38][CH3:39])[CH:26]=[C:27]([O:28][Si](C)(C)C(C)(C)C(C)C)[C:12]=3[CH2:11][S:10][CH2:9]2)[O:5][N:4]=1.P([O-])([O-])([O-])=O.[Na+].[Na+].[Na+].[OH-].[Na+].Cl.[C:52](=[NH:57])(OCC)[CH3:53].Cl>>[OH:28][C:27]1[C:12]2[CH2:11][S:10][CH2:9][C@@H:8]([C:6]3[O:5][N:4]=[C:3]([CH2:2][NH:1][C:52](=[NH:57])[CH3:53])[N:7]=3)[NH:21][C:20](=[S:22])[CH2:19][CH2:18][CH2:17][CH2:16][O:15][C:14](=[O:23])[C:13]=2[C:24]([CH3:40])=[C:25]([O:38][CH3:39])[CH:26]=1 |f:1.2.3.4,5.6,7.8|. Reported procedure: The pH of a suspension of 20 mg of the product of Example 130 in 3 ml of 0.05M pH7 sodium phosphate buffer was adjusted to 8.5 by the addition of 0.1N sodium hydroxide. Over 3 h, 74 mg of ethyl acetimidate hydrochloride were added in small portions, the pH of the reaction mixture being maintained at 8.5. The mixture was set to pH 7 by addition of 1N hydrochloric acid and then extracted with ethyl acetate. The aqueous phase was concentrated in vacuo and chromatographed on MCI-Gel CHP20P (Mitsubis... Starting materials: C(C1=CC=CC=C1)N (Benzylamine), C(C)(=O)O (acetic acid), C(#N)[BH3-].[Na+] (sodium cyanoborohydride), ClC=1N=C(NC1CC)C(=O)NC1C(CN(CC1)C(=O)OC(C)(C)C)=O (tert-butyl 4-{[(4-chloro-5-ethyl-1H-imidazol-2-yl)carbonyl]amino}-3-oxopiperidine-1-carboxylate). Solvent: O1CCCC1 (tetrahydrofuran), CO (methanol). Reaction conditions: time 15 hour. Yields the product C(C)(C)(C)OC(=O)N1C[C@H]([C@@H](CC1)NC(=O)C=1NC(=C(N1)Cl)CC)NCC1=CC=CC=C1.C(C1=CC=CC=C1)N[C@@H]1CN(CC[C@@H]1NC(=O)C=1NC(=C(N1)Cl)CC)C(=O)OC(C)(C)C (tert-Butyl cis(±)-3-(benzylamino)-4-{[(4-chloro-5-ethyl-1H-imidazol-2-yl)carbonyl]amino}piperidine-1-carboxylate tert-Butyl trans(±)-3-(benzylamino)-4-{[(4-chloro-5-ethyl-1H-imidazol-2-yl)carbonyl]amino}piperidine-1-carboxylate). Isolated yield 41.0%. As a reaction SMILES: [CH2:1]([NH2:8])[C:2]1[CH:7]=[CH:6][CH:5]=[CH:4][CH:3]=1.C(O)(=O)C.C([BH3-])#N.[Na+].[Cl:17][C:18]1[N:19]=[C:20]([C:25]([NH:27][CH:28]2[CH2:33][CH2:32][N:31]([C:34]([O:36][C:37]([CH3:40])([CH3:39])[CH3:38])=[O:35])[CH2:30][C:29]2=O)=[O:26])[NH:21][C:22]=1[CH2:23][CH3:24]>O1CCCC1.CO>[C:37]([O:36][C:34]([N:31]1[CH2:30][CH2:29][C@@H:28]([NH:27][C:25]([C:20]2[NH:21][C:22]([CH2:23][CH3:24])=[C:18]([Cl:17])[N:19]=2)=[O:26])[C@H:33]([NH:8][CH2:1][C:2]2[CH:7]=[CH:6][CH:5]=[CH:4][CH:3]=2)[CH2:32]1)=[O:35])([CH3:40])([CH3:39])[CH3:38].[CH2:1]([NH:8][C@H:29]1[C@@H:28]([NH:27][C:25]([C:20]2[NH:21][C:22]([CH2:23][CH3:24])=[C:18]([Cl:17])[N:19]=2)=[O:26])[CH2:33][CH2:32][N:31]([C:34]([O:36][C:37]([CH3:38])([CH3:40])[CH3:39])=[O:35])[CH2:30]1)[C:2]1[CH:7]=[CH:6][CH:5]=[CH:4][CH:3]=1 |f:2.3,7.8|. Reported procedure: Benzylamine (70 μL, 0.64 mmol), acetic acid (68.7 μL, 1.20 mmol) and sodium cyanoborohydride (42 mg, 0.667 mmol) were added to a mixed solution of tert-butyl 4-{[(4-chloro-5-ethyl-1H-imidazol-2-yl)carbonyl]amino}-3-oxopiperidine-1-carboxylate obtained in Example (201c) (99 mg, 0.267 mmol) in tetrahydrofuran (3 mL) and methanol (3 mL) under ice-cooling, and the mixture was stirred at room temperature for 15 hours. The reaction solution was concentrated under reduced pressure. Saturated aqueous so... Starting materials: N[C@H]1C(O)O[C@@H]([C@H]([C@@H]1O)O)CO (2-amino-2-deoxy-D-glucopyranose), CO (methanol), resultant mixture, ClCCN(C(OC1=C(C=CC=C1)[N+](=O)[O-])=O)N=O (o-nitrophenyl N-(2-chloroethyl)-N-nitrosocarbamate). Run in C(Cl)Cl (methylene chloride), O1CCCC1 (tetrahydrofuran), CS(=O)C (dimethyl sulfoxide). Conditions: time 10 minute. Yields the product OC1[C@](O)([C@@H](O)[C@H](O)[C@H](O1)CO)NC(N(N=O)CCCl)=O (3-(D-glucopyranos-2-yl)-1-(2-chloroethyl)-1-nitrosourea). Isolated yield 81.6%. Reaction SMILES: [NH2:1][C@@H:2]1[C@@H:8]([OH:9])[C@H:7]([OH:10])[C@@H:6]([CH2:11][OH:12])[O:5][CH:3]1[OH:4].[Cl:13][CH2:14][CH2:15][N:16]([N:29]=[O:30])[C:17](=O)[O:18]C1C=CC=CC=1[N+]([O-])=O.C[OH:32]>CS(C)=O.C(Cl)Cl.O1CCCC1>[OH:4][CH:3]1[O:5][C@H:6]([CH2:11][OH:12])[C@@H:7]([OH:10])[C@H:8]([OH:9])[C@@:2]1([NH:1][C:17](=[O:18])[N:16]([CH2:15][CH2:14][Cl:13])[N:29]=[O:30])[OH:32]. Reported procedure: 1.79 g (10 mmol) of 2-amino-2-deoxy-D-glucopyranose is dissolved in a mixture of 10 ml methanol and 5 ml dimethyl sulfoxide, and this solution is added dropwise to a solution prepared by dissolving 3.28 g (12 mmol) of o-nitrophenyl N-(2-chloroethyl)-N-nitrosocarbamate in a mixture of 10 ml methylene chloride and 10 ml tetrahydrofuran, while stirring, at 20°-25° C. over 10 minutes. The resultant mixture is stirred at the same temperature for a further 1.5 hours. The thus reacted solution is conce... The reactants are COc1ccc(Cl)cc1C(=O)N=c1sc(C(C)(C)C)cn1CC1(OC(C)=O)CCCC1, COc1ccc(P2(=S)SP(=S)(c3ccc(OC)cc3)S2)cc1, Cc1ccccc1. Product: COc1ccc(Cl)cc1C(=S)N=c1sc(C(C)(C)C)cn1CC1(OC(C)=O)CCCC1. RXN SMILES: [C:1]([CH3:2])(=[O:3])[O:4][C:5]1([CH2:10][n:11]2[c:12](=[N:20][C:21]([c:22]3[c:23]([O:29][CH3:30])[cH:24][cH:25][c:26]([Cl:28])[cH:27]3)=[O:31])[s:13][c:14]([C:16]([CH3:17])([CH3:18])[CH3:19])[cH:15]2)[CH2:6][CH2:7][CH2:8][CH2:9]1.[CH3:32][O:33][c:34]1[cH:35][cH:36][c:37]([P:38]2(=[S:39])[S:40][P:42](=[S:43])([c:44]3[cH:45][cH:46][c:47]([O:48][CH3:49])[cH:50][cH:51]3)[S:41]2)[cH:52][cH:53]1.[CH3:54][c:55]1[cH:56][cH:57][cH:58][cH:59][cH:60]1>>[C:1]([CH3:2])(=[O:3])[O:4][C:5]1([CH2:10][n:11]2[c:12](=[N:20][C:21]([c:22]3[c:23]([O:29][CH3:30])[cH:24][cH:25][c:26]([Cl:28])[cH:27]3)=[S:41])[s:13][c:14]([C:16]([CH3:17])([CH3:18])[CH3:19])[cH:15]2)[CH2:6][CH2:7][CH2:8][CH2:9]1. Reactants: NCC1CCN(CC1)C(=O)OCC1=CC=CC=C1 (benzyl 4(aminomethyl)piperidine-1-carboxylate), C(C)(C)N(C(C)C)CC (N,N-diisopropylethylamine), ClC1=C(C(=NC(=N1)Cl)Cl)Cl (tetrachloropyrimidine). The solvent is C1CCOC1 (THF). Run at time 45 minute. Product: C(C1=CC=CC=C1)OC(=O)N1CCC(CC1)CNC1=NC(=NC(=C1Cl)Cl)Cl (4-[(2,5,6-Trichloro-pyrimidin-4-ylamino)-methyl]-piperidine-1-carboxylic acid benzyl ester). Reaction SMILES: [NH2:1][CH2:2][CH:3]1[CH2:8][CH2:7][N:6]([C:9]([O:11][CH2:12][C:13]2[CH:18]=[CH:17][CH:16]=[CH:15][CH:14]=2)=[O:10])[CH2:5][CH2:4]1.C(N(CC)C(C)C)(C)C.Cl[C:29]1[N:34]=[C:33]([Cl:35])[N:32]=[C:31]([Cl:36])[C:30]=1[Cl:37]>C1COCC1>[CH2:12]([O:11][C:9]([N:6]1[CH2:7][CH2:8][CH:3]([CH2:2][NH:1][C:29]2[C:30]([Cl:37])=[C:31]([Cl:36])[N:32]=[C:33]([Cl:35])[N:34]=2)[CH2:4][CH2:5]1)=[O:10])[C:13]1[CH:14]=[CH:15][CH:16]=[CH:17][CH:18]=1. Procedure details: To a solution of benzyl 4-(aminomethyl)piperidine-1-carboxylate (EXAMPLE 13, Step 1) and N,N-diisopropylethylamine (2.6 g, 20 mmol) in THF (40 mL) at −78° C. was added a solution of tetrachloropyrimidine (4.4 g, 20 mmol). The cooling bath was removed and the solution was stirred for 45 min. The solution was concentrated and purified by filtering through a pad of silica gel using ether. Starting materials: ClC=1C=C(C(=O)N)C=CC1 (3-chlorobenzamide), CC(C)(C)C=O (pivaldehyde), N1N=NC2=C1C=CC=C2 (benzotriazole), C1(=CC=C(C=C1)S(=O)(=O)O)C (p-toluenesulfonic acid). The product is N1(N=NC2=C1C=CC=C2)C(C(C)(C)C)NC(C2=CC(=CC=C2)Cl)=O (N-(1-(1H-1,2,3-Benzotriazol-1-yl)-2,2-dimethylpropyl)-3-chlorobenzamide). Reaction SMILES: [Cl:1][C:2]1[CH:3]=[C:4]([CH:8]=[CH:9][CH:10]=1)[C:5]([NH2:7])=[O:6].[CH3:11][C:12]([CH:15]=O)([CH3:14])[CH3:13].[NH:17]1[C:21]2[CH:22]=[CH:23][CH:24]=[CH:25][C:20]=2[N:19]=[N:18]1.C1(C)C=CC(S(O)(=O)=O)=CC=1>>[N:17]1([CH:15]([NH:7][C:5](=[O:6])[C:4]2[CH:8]=[CH:9][CH:10]=[C:2]([Cl:1])[CH:3]=2)[C:12]([CH3:13])([CH3:14])[CH3:11])[C:21]2[CH:22]=[CH:23][CH:24]=[CH:25][C:20]=2[N:19]=[N:18]1. Reported procedure: A suspension of 3-chlorobenzamide, pivaldehyde, benzotriazole, and p-toluenesulfonic acid was processed as described in Example 1C to provide the title compound. Starting materials: BrCc1ccccc1, CN(C)C=O, [H-], [Na+], O, COC(=O)c1sc(C(F)(F)F)cc1O. Product: COC(=O)c1sc(C(F)(F)F)cc1OCc1ccccc1. Reaction SMILES: [CH2:22]([c:23]1[cH:24][cH:25][cH:26][cH:27][cH:28]1)[Br:29].[CH3:15][N:16]([CH3:17])[CH:18]=[O:19].[H-:20].[Na+:21].[OH2:30].[OH:1][c:2]1[c:3]([C:11](=[O:12])[O:13][CH3:14])[s:4][c:5]([C:7]([F:8])([F:9])[F:10])[cH:6]1>>[O:1]([c:2]1[c:3]([C:11](=[O:12])[O:13][CH3:14])[s:4][c:5]([C:7]([F:8])([F:9])[F:10])[cH:6]1)[CH2:22][c:23]1[cH:24][cH:25][cH:26][cH:27][cH:28]1.